Dataset: the Open Reaction Database (ORD), a public repository of structured organic reaction records. Task: describe an organic reaction: reactants, conditions, products, and yield Starting materials: ClC1=C(C=CC=C1F)[N+](=O)[O-] (2-chloro-3-fluoronitrobenzene), [OH-].[Na+] (sodium hydroxide), stannous chloride, Cl (hydrochloric acid). Product: ClC1=C(N)C=CC=C1F (2-chloro-3-fluoroaniline). Reaction SMILES: [Cl:1][C:2]1[C:7]([F:8])=[CH:6][CH:5]=[CH:4][C:3]=1[N+:9]([O-])=O.Cl.[OH-].[Na+]>>[Cl:1][C:2]1[C:7]([F:8])=[CH:6][CH:5]=[CH:4][C:3]=1[NH2:9] |f:2.3|. Procedure details: 19.6 g. of 2-chloro-3-fluoronitrobenzene (0.11 mole) is reduced with stannous chloride (118 g., 0.63 mole) in 180 ml. of concentrated hydrochloric acid. The solution is basified with aqueous sodium hydroxide and extracted with chloroform to yield 2-chloro-3-fluoroaniline. Starting materials: CCc1cnc(CCNC(=O)Nc2nc(C)c(-c3cc(C)nc(S(C)=O)n3)s2)o1, [H-], [Na+], OCCN1CCOCC1. The product is CCc1cnc(CCNC(=O)Nc2nc(C)c(-c3cc(C)nc(OCCN4CCOCC4)n3)s2)o1. As a reaction SMILES: [CH2:12]([CH3:13])[c:14]1[cH:15][n:16][c:17]([CH2:19][CH2:20][NH:21][C:22](=[O:23])[NH:24][c:25]2[s:26][c:27](-[c:31]3[n:32][c:33]([S:38]([CH3:39])=[O:40])[n:34][c:35]([CH3:37])[cH:36]3)[c:28]([CH3:30])[n:29]2)[o:18]1.[H-:1].[Na+:2].[O:3]1[CH2:4][CH2:5][N:6]([CH2:9][CH2:10][OH:11])[CH2:7][CH2:8]1>>[O:3]1[CH2:4][CH2:5][N:6]([CH2:9][CH2:10][O:11][c:33]2[n:32][c:31](-[c:27]3[s:26][c:25]([NH:24][C:22]([NH:21][CH2:20][CH2:19][c:17]4[n:16][cH:15][c:14]([CH2:12][CH3:13])[o:18]4)=[O:23])[n:29][c:28]3[CH3:30])[cH:36][c:35]([CH3:37])[n:34]2)[CH2:7][CH2:8]1.